This data is from the Open Reaction Database (ORD), a public repository of structured organic reaction records. The task is: describe an organic reaction: reactants, conditions, products, and yield Starting materials: Nc1ccc(Br)c(Cl)c1, CCOC(=O)C=Cc1ccc(N)cc1F. The product is CCOC(=O)C=Cc1ccc(N)cc1Cl. As a reaction SMILES: [Br:1][c:2]1[c:3]([Cl:9])[cH:4][c:5]([NH2:6])[cH:7][cH:8]1.[NH2:10][c:11]1[cH:12][cH:13][c:14]([CH:15]=[CH:16][C:17](=[O:18])[O:19][CH2:20][CH3:21])[c:22]([F:23])[cH:24]1>>[c:2]1([CH:15]=[CH:16][C:17](=[O:18])[O:19][CH2:20][CH3:21])[c:3]([Cl:9])[cH:4][c:5]([NH2:6])[cH:7][cH:8]1. The reactants are C(C(=O)Cl)(=O)Cl (oxalyl chloride), ClC=1C(=NN(C1OC(F)F)C)C=1C(=CC(=C(C(=O)O)C1)Cl)Cl (5-(4-chloro-5-difluoromethoxy-1-methyl-1H-pyrazol-3-yl)-2,4-dichlorobenzoic acid). Run in C1(=CC=CC=C1)C (toluene). Run at time 6 hour. Yields the product ClC=1C(=NN(C1OC(F)F)C)C=1C(=CC(=C(C(=O)Cl)C1)Cl)Cl (5-(4-Chloro-5-difluoromethoxy-1-methyl-1H-pyrazol-3-yl)-2,4-dichlorobenzoyl chloride). As a reaction SMILES: [C:1](Cl)(=O)[C:2]([Cl:4])=[O:3].[Cl:7][C:8]1[C:9]([C:18]2[C:19]([Cl:28])=[CH:20][C:21]([Cl:27])=C([CH:26]=2)C(O)=O)=[N:10][N:11]([CH3:17])[C:12]=1[O:13][CH:14]([F:16])[F:15]>C1(C)C=CC=CC=1>[Cl:7][C:8]1[C:9]([C:18]2[C:19]([Cl:28])=[CH:20][C:21]([Cl:27])=[C:1]([CH:26]=2)[C:2]([Cl:4])=[O:3])=[N:10][N:11]([CH3:17])[C:12]=1[O:13][CH:14]([F:16])[F:15]. Procedure: 20.5 g (160 mmol) of oxalyl chloride were added dropwise to a solution of 7.7 g (20 mmol) of 5-(4-chloro-5-difluoromethoxy-1-methyl-1H-pyrazol-3-yl)-2,4-dichlorobenzoic acid in 300 ml of toluene. After 6 hours stirring at reflux temperature, the reaction mixture was concentrated. Yield: quantitative. Reactants: BrC1=CC2=C(N1C(C)C)C(N(C2=O)C=2C(N(C=C(C2)Cl)C)=O)C2=NC=C(C=C2)Cl (2-bromo-5-(5-chloro-1-methyl-2-oxo-1,2-dihydro-pyridin-3-yl)-6-(5-chloro-pyridin-2-yl)-1-isopropyl-5,6-dihydro-1H-pyrrolo[3,4-b]pyrrol-4-one), COC1=NC(=NC=C1B1OC(C(O1)(C)C)(C)C)N (4-methoxy-5-(4,4,5,5-tetramethyl-[1,3,2]dioxaborolan-2-yl)-pyrimidin-2-ylamine), COC1=NC=C(C(=N1)OC)B(O)O (2,4-dimethoxypyrimidine-5-boronic acid), BrC1=CC2=C(N1C(C)C)C(N(C2=O)C2=C(C=CC(=C2)Cl)C)C2=CC=C(C=C2)Cl (2-bromo-5-(5-chloro-2-methyl-phenyl)-6-(4-chloro-phenyl)-1-isopropyl-5,6-dihydro-1H-pyrrolo[3,4-b]pyrrol-4-one). Yields the product ClC=1C=C(C(N(C1)C)=O)N1C(C=2N(C(=CC2C1=O)C=1C(=NC(=NC1)OC)OC)C(C)C)C1=NC=C(C=C1)Cl (5-(5-Chloro-1-methyl-2-oxo-1,2-dihydro-pyridin-3-yl)-6-(5-chloro-pyridin-2-yl)-2-(2,4-dimethoxy-pyrimidin-5-yl)-1-isopropyl-5,6-dihydro-1H-pyrrolo[3,4-b]pyrrol-4-one). RXN SMILES: Br[C:2]1[N:6]([CH:7]([CH3:9])[CH3:8])[C:5]2[CH:10]([C:23]3[CH:28]=[CH:27][C:26]([Cl:29])=[CH:25][N:24]=3)[N:11]([C:14]3[C:15](=[O:22])[N:16]([CH3:21])[CH:17]=[C:18]([Cl:20])[CH:19]=3)[C:12](=[O:13])[C:4]=2[CH:3]=1.[CH3:30][O:31][C:32]1[N:37]=[C:36]([O:38][CH3:39])[C:35](B(O)O)=[CH:34][N:33]=1.BrC1N(C(C)C)C2C(C3C=CC(Cl)=CC=3)N(C3C=C(Cl)C=CC=3C)C(=O)C=2C=1.COC1C(B2OC(C)(C)C(C)(C)O2)=CN=C(N)N=1>>[Cl:20][C:18]1[CH:19]=[C:14]([N:11]2[C:12](=[O:13])[C:4]3[CH:3]=[C:2]([C:35]4[C:36]([O:38][CH3:39])=[N:37][C:32]([O:31][CH3:30])=[N:33][CH:34]=4)[N:6]([CH:7]([CH3:9])[CH3:8])[C:5]=3[CH:10]2[C:23]2[CH:28]=[CH:27][C:26]([Cl:29])=[CH:25][N:24]=2)[C:15](=[O:22])[N:16]([CH3:21])[CH:17]=1. Procedure details: The title compound was prepared in analogy to the procedure described for Example 25 but 2-bromo-5-(5-chloro-1-methyl-2-oxo-1,2-dihydro-pyridin-3-yl)-6-(5-chloro-pyridin-2-yl)-1-isopropyl-5,6-dihydro-1H-pyrrolo[3,4-b]pyrrol-4-one (Intermediate BK) and 2,4-dimethoxypyrimidine-5-boronic acid were used instead of 2-bromo-5-(5-chloro-2-methyl-phenyl)-6-(4-chloro-phenyl)-1-isopropyl-5,6-dihydro-1H-pyrrolo[3,4-b]pyrrol-4-one and 4-methoxy-5-(4,4,5,5-tetramethyl-[1,3,2]dioxaborolan-2-yl)-pyrimidin-2-yl... Reactants: ClC=1C=C(C(=O)OC)C=CC1CN1CCN(CC1)C (methyl 3-chloro-4-((4-methylpiperazin-1-yl)methyl)benzoate), [OH-].[Na+] (sodium hydroxide). Solvent: O1CCCC1 (tetrahydrofuran). Conditions: time 5 hour. Yields the product ClC=1C=C(C(=O)O)C=CC1CN1CCN(CC1)C (3-Chloro-4-((4-methylpiperazin-1-yl)methyl)benzoic acid). RXN SMILES: [Cl:1][C:2]1[CH:3]=[C:4]([CH:9]=[CH:10][C:11]=1[CH2:12][N:13]1[CH2:18][CH2:17][N:16]([CH3:19])[CH2:15][CH2:14]1)[C:5]([O:7]C)=[O:6].[OH-].[Na+]>O1CCCC1>[Cl:1][C:2]1[CH:3]=[C:4]([CH:9]=[CH:10][C:11]=1[CH2:12][N:13]1[CH2:14][CH2:15][N:16]([CH3:19])[CH2:17][CH2:18]1)[C:5]([OH:7])=[O:6] |f:1.2|. Reported procedure: A solution of methyl 3-chloro-4-((4-methylpiperazin-1-yl)methyl)benzoate (270 mg, 0.96 mmol) in tetrahydrofuran was added to an aqueous sodium hydroxide solution (6 M, 1.5 mL) and the mixture was stirred at room temperature for 5 hours. The organic solvent was removed under reduced pressure and the residue was acidified with aqueous HCl until a white solid formed. The mixture was lyophilized to give a white solid (contained salt). LCMS (ESI): RT (min)=0.819, M+H+=268.8, method=B. The reactants are CN(CCOC1=CC=C(C=C1)NC(NC1=CC=C(C=C1)C1=NC(=C2C(=N1)N(N=C2)CC(F)(F)F)N2C1COCC2CN(C1)C(=O)OC(C)(C)C)=O)C (tert-butyl 9-(6-(4-(3-(4-(2-(dimethylamino)ethoxy)phenyl)ureido)phenyl)-1-(2,2,2-trifluoroethyl)-1H-pyrazolo[3,4-d]pyrimidin-4-yl)-3-oxa-7,9-diazabicyclo[3.3.1]nonane-7-carboxylate), C(=O)(C(F)(F)F)O (TFA), FC(C(=O)O)(F)F (trifluoroacetic acid). Run in ClCCl (dichloromethane). The product is C12COCC(CNC1)N2C2=C1C(=NC(=N2)C2=CC=C(C=C2)NC(=O)NC2=CC=C(C=C2)OCCN(C)C)N(N=C1)CC(F)(F)F (1-(4-(4-(3-oxa-7,9-diazabicyclo[3.3.1]nonan-9-yl)-1-(2,2,2-trifluoroethyl)-1H-pyrazolo[3,4-d]pyrimidin-6-yl)phenyl)-3-(4-(2-(dimethylamino)ethoxy)phenyl)urea). RXN SMILES: [CH3:1][N:2]([CH3:52])[CH2:3][CH2:4][O:5][C:6]1[CH:11]=[CH:10][C:9]([NH:12][C:13](=[O:51])[NH:14][C:15]2[CH:20]=[CH:19][C:18]([C:21]3[N:26]=[C:25]4[N:27]([CH2:30][C:31]([F:34])([F:33])[F:32])[N:28]=[CH:29][C:24]4=[C:23]([N:35]4[CH:40]5[CH2:41][N:42](C(OC(C)(C)C)=O)[CH2:43][CH:36]4[CH2:37][O:38][CH2:39]5)[N:22]=3)=[CH:17][CH:16]=2)=[CH:8][CH:7]=1.C(O)(C(F)(F)F)=O>ClCCl>[CH:36]12[N:35]([C:23]3[N:22]=[C:21]([C:18]4[CH:19]=[CH:20][C:15]([NH:14][C:13]([NH:12][C:9]5[CH:8]=[CH:7][C:6]([O:5][CH2:4][CH2:3][N:2]([CH3:52])[CH3:1])=[CH:11][CH:10]=5)=[O:51])=[CH:16][CH:17]=4)[N:26]=[C:25]4[N:27]([CH2:30][C:31]([F:34])([F:32])[F:33])[N:28]=[CH:29][C:24]=34)[CH:40]([CH2:41][NH:42][CH2:43]1)[CH2:39][O:38][CH2:37]2. Reported procedure: A solution of tert-butyl 9-(6-(4-(3-(4-(2-(dimethylamino)ethoxy)phenyl)ureido)phenyl)-1-(2,2,2-trifluoroethyl)-1H-pyrazolo[3,4-d]pyrimidin-4-yl)-3-oxa-7,9-diazabicyclo[3.3.1]nonane-7-carboxylate.TFA (174 mg) in dichloromethane (5 mL) was treated with trifluoroacetic acid (1 mL). After concentration, the residue was purified by reverse-phase high performance liquid chromatography to provide, after concentration, the title compound. MS (ES+): 626.3 (M+H)+